Dataset: the Open Reaction Database (ORD), a public repository of structured organic reaction records. Task: describe an organic reaction: reactants, conditions, products, and yield The reactants are C1CCOC1, [Na+], [OH-], O, CCOC(=O)C1(NC(=O)c2cncnc2)CCC1. Product: O=C(NC1(C(=O)O)CCC1)c1cncnc1. Reaction SMILES: [CH2:21]1[O:22][CH2:23][CH2:24][CH2:25]1.[Na+:20].[OH-:19].[OH2:26].[n:1]1[cH:2][n:3][cH:4][c:5]([C:7](=[O:8])[NH:9][C:10]2([C:14](=[O:15])[O:16][CH2:17][CH3:18])[CH2:11][CH2:12][CH2:13]2)[cH:6]1>>[n:1]1[cH:2][n:3][cH:4][c:5]([C:7](=[O:8])[NH:9][C:10]2([C:14](=[O:15])[OH:16])[CH2:11][CH2:12][CH2:13]2)[cH:6]1. Reactants: CC1=C(N=CN1)C1=CC(=CC=C1)[N+](=O)[O-] (5-methyl-4-(3-nitrophenyl)-1-H-imidazole), [H][H] (hydrogen). The reagents and catalysts are [Pd] (Pd). Run in CO (methanol). Yields the product CC1=C(N=CN1)C1=CC(=CC=C1)N (5-Methyl-4-(3-aminophenyl)-1-H-imidazole). Yield: 87.3%. Reaction SMILES: [CH3:1][C:2]1[NH:6][CH:5]=[N:4][C:3]=1[C:7]1[CH:12]=[CH:11][CH:10]=[C:9]([N+:13]([O-])=O)[CH:8]=1.[H][H]>CO.[Pd]>[CH3:1][C:2]1[NH:6][CH:5]=[N:4][C:3]=1[C:7]1[CH:12]=[CH:11][CH:10]=[C:9]([NH2:13])[CH:8]=1. Procedure details: Eighty-four grams of 5-methyl-4-(3-nitrophenyl)-1-H-imidazole [R. Morgenstern et al., Pharmazie 30, 103 (1975)] dissolved in methanol were hydrogenated in the presence of 0.8 gm of 5% Pd catalyst at atmospheric pressure and at room temperature. When the calculated amount of hydrogen was taken up, the catalyst was filtered off, and the remaining solution was evaporated to dryness to produce 62.5 gm of the desired compound. Starting materials: [BH4-], CC(=O)O, CCO, O=C1Cc2cc(C(=O)CCl)c(Cl)cc2N1, [Na+]. Product: O=C1Cc2cc(C(O)CCl)c(Cl)cc2N1. Reaction SMILES: [BH4-:16].[CH3:18][C:19](=[O:20])[OH:21].[CH3:22][CH2:23][OH:24].[Cl:1][c:2]1[c:3]([C:12]([CH2:13][Cl:14])=[O:15])[cH:4][c:5]2[c:9]([cH:10]1)[NH:8][C:7](=[O:11])[CH2:6]2.[Na+:17]>>[Cl:1][c:2]1[c:3]([CH:12]([CH2:13][Cl:14])[OH:15])[cH:4][c:5]2[c:9]([cH:10]1)[NH:8][C:7](=[O:11])[CH2:6]2. Starting materials: BrC=1C=CC(=NC1)C(C(CN1N=NN=C1)(O)C1=C(C=C(C=C1)F)F)(F)F (1-(5-Bromopyridin-2-yl)-2-(2,4-difluorophenyl)-1,1-difluoro-3-(1H-tetrazol-1-yl)propan-2-ol), BrC1=NC=C(C=C1)F (2-bromo-5-fluoropyridine), BrC(C(=O)OCC)(F)F (ethyl 2-bromo-2,2-difluoroacetate). The reagents and catalysts are [Cu] (copper). Solvent: CS(=O)C (DMSO). Reaction conditions: time 2 hour. Product: FC1=C(C=CC(=C1)F)C(C(C1=NC=C(C=C1)F)(F)F)(CN1N=NN=C1)O (2-(2,4-Difluorophenyl)-1,1-difluoro-1-(5-fluoropyridin-2-yl)-3-(1H-tetrazol-1-yl)propan-2-ol), ester. Isolated yield 77.0%. As a reaction SMILES: Br[C:2]1[CH:3]=[CH:4][C:5]([C:8]([F:26])([F:25])[C:9]([C:17]2[CH:22]=[CH:21][C:20]([F:23])=[CH:19][C:18]=2[F:24])([OH:16])[CH2:10][N:11]2[CH:15]=[N:14][N:13]=[N:12]2)=[N:6][CH:7]=1.BrC(F)([F:34])C(OCC)=O.BrC1C=CC(F)=CN=1>CS(C)=O.[Cu]>[F:24][C:18]1[CH:19]=[C:20]([F:23])[CH:21]=[CH:22][C:17]=1[C:9]([OH:16])([CH2:10][N:11]1[CH:15]=[N:14][N:13]=[N:12]1)[C:8]([F:26])([F:25])[C:5]1[CH:4]=[CH:3][C:2]([F:34])=[CH:7][N:6]=1. Reported procedure: Compound 10 was prepared in a similar manner to compound 1. To a stirred solution of ethyl 2-bromo-2,2-difluoroacetate (2.18 mL, 17.0 mmol) in DMSO (18 mL) was added copper powder (2.16 g, 34.0 mmol) at RT under N2 atmosphere. After being stirred for 2 h at RT, 2-bromo-5-fluoropyridine (1.50 g, 8.52 mmol) was then added, and stirring was continued for 3 h at RT. The progress of the reaction was monitored by TLC. The reaction was quenched with aqueous NH4Cl and extracted with CH2Cl2 (3×50 mL). Th...